From a dataset of the Open Reaction Database (ORD), a public repository of structured organic reaction records. describe an organic reaction: reactants, conditions, products, and yield Procedure details: The reaction of epsilon-caprolactone with ammonia in the gas phase over alumina gives 22% of hex-1-ene-6-nitrile and 24% of epsilon-hydroxycapronitrile. Yield: 24.0%. As a reaction SMILES: [C:1]1(=[O:8])O[CH2:6][CH2:5][CH2:4][CH2:3][CH2:2]1.[NH3:9]>>[CH2:1]=[CH:2][CH2:3][CH2:4][CH2:5][C:6]#[N:9].[OH:8][CH2:1][CH2:2][CH2:3][CH2:4][CH2:5][C:6]#[N:9]. Starting materials: C1(CCCCCO1)=O (epsilon-caprolactone), N (ammonia). Yields the product C=CCCCC#N (hex-1-ene-6-nitrile), OCCCCCC#N (epsilon-hydroxycapronitrile).